From a dataset of the Open Reaction Database (ORD), a public repository of structured organic reaction records. describe an organic reaction: reactants, conditions, products, and yield Reactants: BrC1C=CCCC1 (3-bromo-cyclohexene), CC1=NC=CC=C1 (2-methyl-pyridine), C(CCC)[Li] (n-Butyllithium), solution. The solvent is C1CCOC1 (THF), CCCCCC (hexane). Run at temperature -78 celsius, time 1 hour. Yields the product C1(C=CCCC1)CC1=NC=CC=C1 (2-(cyclohex-2-en-1-ylmethyl)-pyridine). The yield is 46.9%. Reaction SMILES: [CH3:1][C:2]1[CH:7]=[CH:6][CH:5]=[CH:4][N:3]=1.C([Li])CCC.Br[CH:14]1[CH2:19][CH2:18][CH2:17][CH:16]=[CH:15]1>C1COCC1.CCCCCC>[CH:19]1([CH2:1][C:2]2[CH:7]=[CH:6][CH:5]=[CH:4][N:3]=2)[CH2:18][CH2:17][CH2:16][CH:15]=[CH:14]1. Procedure details: Following a modified version of the procedure given in J. M. Ontoria et al., Bioorg. Med. Chem. Lett. 16 (2006), 4026, a solution of 2-methyl-pyridine (0.50 g, 5.37 mmol) in 10 ml of anhydrous THF was cooled to −78° C. under an atmosphere of argon. n-Butyllithium (2.36 ml of a 2.5 M solution in hexane, 5.91 mmol) was added dropwise and the solution was stirred at −78° C. for 1 h. 3-bromo-cyclohexene (0.68 ml, 5.91 mmol) was added then dropwise and the temperature was allowed to rise to ambient t... Starting materials: CCC1CNCCN1c1ccc(C(O)(C(F)(F)F)C(F)(F)F)cc1, CCN(C(C)C)C(C)C, Cl, CN(C)C=O, O=S(=O)(Cl)c1cccs1. Yields the product CCC1CN(S(=O)(=O)c2cccs2)CCN1c1ccc(C(O)(C(F)(F)F)C(F)(F)F)cc1. RXN SMILES: [CH2:11]([CH3:12])[CH:13]1[N:14]([c:19]2[cH:20][cH:21][c:22]([C:25]([C:26]([F:27])([F:28])[F:29])([C:30]([F:31])([F:32])[F:33])[OH:34])[cH:23][cH:24]2)[CH2:15][CH2:16][NH:17][CH2:18]1.[CH:35]([N:36]([CH2:37][CH3:38])[CH:39]([CH3:40])[CH3:41])([CH3:42])[CH3:43].[ClH:10].[O:44]=[CH:45][N:46]([CH3:47])[CH3:48].[s:1]1[c:2]([S:6](=[O:7])(=[O:8])[Cl:9])[cH:3][cH:4][cH:5]1>>[s:1]1[c:2]([S:6](=[O:7])(=[O:8])[N:17]2[CH2:16][CH2:15][N:14]([c:19]3[cH:20][cH:21][c:22]([C:25]([C:26]([F:27])([F:28])[F:29])([C:30]([F:31])([F:32])[F:33])[OH:34])[cH:23][cH:24]3)[CH:13]([CH2:11][CH3:12])[CH2:18]2)[cH:3][cH:4][cH:5]1. The reactants are CCCCOC(=O)N1CCN(C(=O)C(CCCO[Si](c2ccccc2)(c2ccccc2)C(C)(C)C)NC(=O)OC(C)(C)C)CC1, Cl, C1COCCO1. The product is CCCCOC(=O)N1CCN(C(=O)C(N)CCCO[Si](c2ccccc2)(c2ccccc2)C(C)(C)C)CC1, Cl. As a reaction SMILES: [CH2:1]([CH2:2][CH2:3][CH3:4])[O:5][C:6](=[O:7])[N:8]1[CH2:9][CH2:10][N:11]([C:14]([CH:15]([CH2:16][CH2:17][CH2:18][O:19][Si:20]([c:21]2[cH:22][cH:23][cH:24][cH:25][cH:26]2)([c:27]2[cH:28][cH:29][cH:30][cH:31][cH:32]2)[C:33]([CH3:34])([CH3:35])[CH3:36])[NH:37][C:38]([O:39][C:40]([CH3:41])([CH3:42])[CH3:43])=[O:44])=[O:45])[CH2:12][CH2:13]1.[ClH:46].[O:47]1[CH2:48][CH2:49][O:50][CH2:51][CH2:52]1>>[CH2:1]([CH2:2][CH2:3][CH3:4])[O:5][C:6](=[O:7])[N:8]1[CH2:9][CH2:10][N:11]([C:14]([CH:15]([CH2:16][CH2:17][CH2:18][O:19][Si:20]([c:21]2[cH:22][cH:23][cH:24][cH:25][cH:26]2)([c:27]2[cH:28][cH:29][cH:30][cH:31][cH:32]2)[C:33]([CH3:34])([CH3:35])[CH3:36])[NH2:37])=[O:45])[CH2:12][CH2:13]1.[ClH:46]. Reactants: C1CCOC1, CO, [Cl-], O=C1Nc2ccc(C#Cc3ccc([N+](=O)[O-])cc3)cc2C1=Cc1ccc[nH]1, [NH4+], O, [Zn]. Yields the product Nc1ccc(C#Cc2ccc3c(c2)C(=Cc2ccc[nH]2)C(=O)N3)cc1. As a reaction SMILES: [CH2:33]1[O:34][CH2:35][CH2:36][CH2:37]1.[CH3:31][OH:32].[Cl-:29].[N+:1]([O-:2])(=[O:3])[c:4]1[cH:5][cH:6][c:7]([C:10]#[C:11][c:12]2[cH:13][c:14]3[c:18]([cH:19][cH:20]2)[NH:17][C:16](=[O:21])[C:15]3=[CH:22][c:23]2[nH:24][cH:25][cH:26][cH:27]2)[cH:8][cH:9]1.[NH4+:30].[OH2:28].[Zn:38]>>[NH2:1][c:4]1[cH:5][cH:6][c:7]([C:10]#[C:11][c:12]2[cH:13][c:14]3[c:18]([cH:19][cH:20]2)[NH:17][C:16](=[O:21])[C:15]3=[CH:22][c:23]2[nH:24][cH:25][cH:26][cH:27]2)[cH:8][cH:9]1. Starting materials: ClC1=NN2C(C=3CCCCC13)=NN=N2 (6-chloro-7,8,9,10-tetrahydrotetrazolo[5,1-a]phthalazine), CN (methylamine). Run in CO (methanol). The product is CNC1=NN2C(C=3CCCCC13)=NN=N2 (6-methylamino-7,8,9,10-tetrahydrotetrazolo[5,1-a]phthalazine). RXN SMILES: Cl[C:2]1[C:11]2[CH2:10][CH2:9][CH2:8][CH2:7][C:6]=2[C:5]2=[N:12][N:13]=[N:14][N:4]2[N:3]=1.[CH3:15][NH2:16]>CO>[CH3:15][NH:16][C:2]1[C:11]2[CH2:10][CH2:9][CH2:8][CH2:7][C:6]=2[C:5]2=[N:12][N:13]=[N:14][N:4]2[N:3]=1. Procedure: A mixture of 6.0 g of 6-chloro-7,8,9,10-tetrahydrotetrazolo[5,1-a]phthalazine and 125 ml of 40% aqueous methylamine in 15 ml of methanol was heated under reflux for 3 hours. The reaction mixture was then cooled and the crystalline solid present was separated by filtration. It was recrystallized from a mixture of dimethylsulfoxide and water to give 6-methylamino-7,8,9,10-tetrahydrotetrazolo[5,1-a]phthalazine melting at about 318° C. Starting materials: C(C)(C)(C)C1=CC=C(CN2CCN(CC2)CC(=O)OCC)C=C1 (Ethyl 2-(4-(4-(tert-butyl)benzyl)piperazin-1-yl)acetate), NN (hydrazine). Solvent: C(C)O (ethanol). The product is C(C)(C)(C)C1=CC=C(CN2CCN(CC2)CC(=O)NN)C=C1 (2-(4-(4-(tert-butyl)benzyl)piperazin-1-yl)acetohydrazide). As a reaction SMILES: [C:1]([C:5]1[CH:23]=[CH:22][C:8]([CH2:9][N:10]2[CH2:15][CH2:14][N:13]([CH2:16][C:17]([O:19]CC)=O)[CH2:12][CH2:11]2)=[CH:7][CH:6]=1)([CH3:4])([CH3:3])[CH3:2].[NH2:24][NH2:25]>C(O)C>[C:1]([C:5]1[CH:6]=[CH:7][C:8]([CH2:9][N:10]2[CH2:11][CH2:12][N:13]([CH2:16][C:17]([NH:24][NH2:25])=[O:19])[CH2:14][CH2:15]2)=[CH:22][CH:23]=1)([CH3:3])([CH3:2])[CH3:4]. Reported procedure: Synthesized according to General Procedure C: 6{20} (4.12 g, 12.9 mmol, 1 equiv.), anhydrous hydrazine (1.2 mL, 38.8 mmol, 3 equiv.), ethanol (26.0 mL). Purification by silica gel column chromatography (4:1 EtOAc:MeOH) afforded 1{20} (3.36 g, 84%) as a beige solid. 1H-NMR (500 MHz, CDCl3): δ 8.17 (br s, 1H), 7.31 (d, 2H, J=8.5 Hz), 7.20 (d, 2H, J=8.5 Hz), 3.85 (br s, 2H), 3.46 (s, 2H), 3.05 (s, 2H), 2.52 (br s, 4H), 2.45 (br s, 4H), 1.30 (s, 9H). 13C-NMR (125 MHz, CDCl3): δ 170.4, 149.9, 134.5, ...